Dataset: the Open Reaction Database (ORD), a public repository of structured organic reaction records. Task: describe an organic reaction: reactants, conditions, products, and yield Reactants: C(OC1=CC=C(C=C1)[N+](=O)[O-])(OC=C)=O (p-nitrophenyl vinyl carbonate), OCCOC(C(=C)C)=O (hydroxyethylmethacrylate), CS(=O)C (DMSO), [OH-].[Na+] (sodium hydroxide). Run in O (water). Yields the product C(OCCOC(C(=C)C)=O)(OC=C)=O (2-Methacryloxy-1-Ethyl Vinyl Carbonate). Reaction SMILES: [C:1](=[O:15])([O:12][CH:13]=[CH2:14])[O:2][C:3]1[CH:8]=CC([N+]([O-])=O)=CC=1.OCC[O:19][C:20](=[O:24])[C:21]([CH3:23])=[CH2:22].CS(C)=O.[OH-].[Na+]>O>[C:1](=[O:15])([O:12][CH:13]=[CH2:14])[O:2][CH2:3][CH2:8][O:24][C:20](=[O:19])[C:21]([CH3:23])=[CH2:22] |f:3.4|. Procedure: A solution of p-nitrophenyl vinyl carbonate, hydroxyethylmethacrylate, DMSO and sodium hydroxide is stirred at room temperature for a minimum of 12 hours. Reaction completion is monitored by G.C. The solution is drowned into water and the mixture extracted with ethyl acetate. The product solution is washed with water, dried with magnesium sulfate, then stripped to an oil under vacuum. The crude product is then purified. Starting materials: [OH-].[Na+] (sodium hydroxide), ice water, O (water), C[C@@H]1CN(C[C@@H](C1)C)S(=O)(=O)C=1C=CC=C(C(=O)OC)C1Cl (methyl 5-(cis-3,5-dimethylpiperidinosulfonyl)-6-chlorobenzoate). Run in CO (methanol). Run at temperature 40 celsius, time 1 hour. The product is C[C@@H]1CN(C[C@@H](C1)C)S(=O)(=O)C=1C=CC=C(C(=O)O)C1Cl (5-(cis-3,5-dimethylpiperidinosulfonyl)-6-chlorobenzoic Acid). Reaction SMILES: [OH-].[Na+].O.[CH3:4][C@H:5]1[CH2:10][C@@H:9]([CH3:11])[CH2:8][N:7]([S:12]([C:15]2[CH:16]=[CH:17][CH:18]=[C:19]([C:24]=2[Cl:25])[C:20]([O:22]C)=[O:21])(=[O:14])=[O:13])[CH2:6]1>CO>[CH3:4][C@H:5]1[CH2:10][C@@H:9]([CH3:11])[CH2:8][N:7]([S:12]([C:15]2[CH:16]=[CH:17][CH:18]=[C:19]([C:24]=2[Cl:25])[C:20]([OH:22])=[O:21])(=[O:13])=[O:14])[CH2:6]1 |f:0.1|. Reported procedure: An aqueous solution of 4.2 g. (105 m moles) of sodium hydroxide in 130 ml. of water is added to 18 g. (52.5 m moles) of methyl 5-(cis-3,5-dimethylpiperidinosulfonyl)-6-chlorobenzoate in 130 ml. of methanol, and resulting reaction mixture allowed to stir at 40° C. for 1 hr. The solution is poured into ice water (1.5 l.) and extracted several times with benzene. The aqueous phase is separated, acidified with 12 N hydrochloric acid, and the precipitated product filtered and air dried, 17.3 g. Recry... Reactants: CN1CCOCC1 (N-methylmorpholine), CN1CCNCC1 (1-methylpiperazine), BrC1=CC=C(C=C1)S(=O)(=O)Cl (4-bromo-benzenesulfonyl chloride). Reported procedure: N-methylmorpholine (60 g, 65 mL, 0.6 mol) is dissolved in DCM (100 mL), to which 1-methylpiperazine (30.5 g, 0.3 mol) is added. The reaction is cooled to 0° C., after which a solution of 4-bromo-benzenesulfonyl chloride (75.8 g, 0.296 mol) in DCM (100 mL) is added dropwise. The reaction is allowed to warm to RT overnight. The reaction mixture is then concentrated and water (1 L) is added. The solids that are formed are filtered and the filtrate is extracted with EtOAc (500 mL). The organic layer... Run at temperature 0 celsius. As a reaction SMILES: CN1CCOCC1.[CH3:8][N:9]1[CH2:14][CH2:13][NH:12][CH2:11][CH2:10]1.[Br:15][C:16]1[CH:21]=[CH:20][C:19]([S:22](Cl)(=[O:24])=[O:23])=[CH:18][CH:17]=1>C(Cl)Cl>[Br:15][C:16]1[CH:21]=[CH:20][C:19]([S:22]([N:12]2[CH2:13][CH2:14][N:9]([CH3:8])[CH2:10][CH2:11]2)(=[O:24])=[O:23])=[CH:18][CH:17]=1. Yields the product BrC1=CC=C(C=C1)S(=O)(=O)N1CCN(CC1)C (1-(4-bromo-benzenesulfonyl)-4-methyl-piperazine). The solvent is C(Cl)Cl (DCM), C(Cl)Cl (DCM). The reactants are C(C)(C)(C)OC(=O)C1(CCC1)O\N=C(/C(=O)NC1[C@@H]2N(C(=C(CS2)CI)C(=O)OC(C2=CC=CC=C2)C2=CC=CC=C2)C1=O)\C=1N=C(SC1)NC(C1=CC=CC=C1)(C1=CC=CC=C1)C1=CC=CC=C1 (diphenylmethyl 7-[(Z)-2-(1-t-butoxycarbonylcyclobut-1-oxyimino)-2-(2-tritylaminothiazol-4-yl)-acetamido]-3-iodomethyl-3-cephem-4-carboxylate), S1C=NC=2C=NC=CC21 (thiazolo[4,5-c]pyridine). Solvent: CCOCC (ether), CS(=O)C (DMSO). Conditions: time 45 minute. Yields the product NC=1SC=C(N1)/C(/C(=O)NC1[C@@H]2N(C(=C(CS2)C[N+]2=CC3=C(C=C2)SC=N3)C(=O)[O-])C1=O)=N/OC1(CCC1)C(=O)O (7-[(Z)-2-(2-Aminothiazol-4-yl)-2-(1-carboxycyclobut-1-oxyimino)-acetamido]-3-{(5-thiazolo[4,5-c]pyridinio)methyl}-3-cephem-4-carboxylate). The yield is 31.0%. RXN SMILES: C([O:5][C:6]([C:8]1([O:12]/[N:13]=[C:14](/[C:45]2[N:46]=[C:47]([NH:50]C(C3C=CC=CC=3)(C3C=CC=CC=3)C3C=CC=CC=3)[S:48][CH:49]=2)\[C:15]([NH:17][CH:18]2[C:43](=[O:44])[N:20]3[C:21]([C:27]([O:29]C(C4C=CC=CC=4)C4C=CC=CC=4)=[O:28])=[C:22]([CH2:25]I)[CH2:23][S:24][C@H:19]23)=[O:16])[CH2:11][CH2:10][CH2:9]1)=[O:7])(C)(C)C.[S:70]1[C:78]2[CH:77]=[CH:76][N:75]=[CH:74][C:73]=2[N:72]=[CH:71]1>CS(C)=O.CCOCC>[NH2:50][C:47]1[S:48][CH:49]=[C:45](/[C:14](=[N:13]/[O:12][C:8]2([C:6]([OH:5])=[O:7])[CH2:11][CH2:10][CH2:9]2)/[C:15]([NH:17][CH:18]2[C:43](=[O:44])[N:20]3[C:21]([C:27]([O-:29])=[O:28])=[C:22]([CH2:25][N+:75]4[CH:76]=[CH:77][C:78]5[S:70][CH:71]=[N:72][C:73]=5[CH:74]=4)[CH2:23][S:24][C@H:19]23)=[O:16])[N:46]=1. Reported procedure: To a solution of diphenylmethyl 7-[(Z)-2-(1-t-butoxycarbonylcyclobut-1-oxyimino)-2-(2-tritylaminothiazol-4-yl)-acetamido]-3-iodomethyl-3-cephem-4-carboxylate [VIIe'] (482 mg, 0.45 mmole) in 2 mL of DMSO was added thiazolo[4,5-c]pyridine (68 mg, 0.5 mmole) in one portion. The mixture was stirred for 45 minutes at room temperature. The reaction mixture was then diluted with ether (50 mL) and the precipitated oil was triturated in ether (4×50 mL). The precipitate was mixed with anisole (0.5 mL), tr...